Dataset: the Open Reaction Database (ORD), a public repository of structured organic reaction records. Task: describe an organic reaction: reactants, conditions, products, and yield Starting materials: Cl.C1(=CC=CC=C1)C(O)(C1CCNCC1)C1=CC=CC=C1 (α,α -diphenyl-4-piperidinemethanol hydrochloride), C=O (paraformaldehyde), FC1=CC=C(C=C1)C(C)=O (4' -fluoroacetophenone), Cl (HCl). The reagents and catalysts are C(C)(C)O (isopropyl alcohol). Product: Cl.FC1=CC=C(C=C1)C(CCN1CCC(CC1)C(C1=CC=CC=C1)(C1=CC=CC=C1)O)=O (4' -Fluoro-3-[ 4 -(α -hydroxy-α -phenylbenzyl)piperidino] propiophenone hydrochloride). As a reaction SMILES: [ClH:1].[C:2]1([C:8]([C:16]2[CH:21]=[CH:20][CH:19]=[CH:18][CH:17]=2)([CH:10]2[CH2:15][CH2:14][NH:13][CH2:12][CH2:11]2)[OH:9])[CH:7]=[CH:6][CH:5]=[CH:4][CH:3]=1.[CH2:22]=O.[F:24][C:25]1[CH:30]=[CH:29][C:28]([C:31](=[O:33])[CH3:32])=[CH:27][CH:26]=1.Cl>C(O)(C)C>[ClH:1].[F:24][C:25]1[CH:30]=[CH:29][C:28]([C:31](=[O:33])[CH2:32][CH2:22][N:13]2[CH2:14][CH2:15][CH:10]([C:8]([OH:9])([C:16]3[CH:21]=[CH:20][CH:19]=[CH:18][CH:17]=3)[C:2]3[CH:3]=[CH:4][CH:5]=[CH:6][CH:7]=3)[CH2:11][CH2:12]2)=[CH:27][CH:26]=1 |f:0.1,6.7|. Reported procedure: A mixture of 30.4 g (0.1 mole) of α,α -diphenyl-4-piperidinemethanol hydrochloride, 9 g (0.3 mole) of paraformaldehyde and 13.8 g (0.1 mole) of 4' -fluoroacetophenone in 100 ml of isopropyl alcohol containing 2 drops of concentrated HCl was refluxed for 24 hours. The mixture was filtered and the filtrate concentrated to about 100 ml and cooled. The resulting precipitate was filtered off and recrystallized from ethanol and isopropyl alcohol to give the desired product, M.P. 250° C.